This data is from the Open Reaction Database (ORD), a public repository of structured organic reaction records. The task is: describe an organic reaction: reactants, conditions, products, and yield Reaction SMILES: [CH2:1]([C@@H:8]([CH2:12][CH2:13][C@H:14]([CH2:34][C:35]1[CH:40]=[CH:39][CH:38]=[CH:37][CH:36]=1)[C:15]([NH:17][C@H:18]1[CH2:24][CH2:23][S:22][C@H:21]2[CH2:25][CH2:26][CH2:27][C@@H:28]([C:29]([O:31][CH3:32])=[O:30])[N:20]2[C:19]1=[O:33])=[O:16])[C:9](O)=[O:10])[C:2]1[CH:7]=[CH:6][CH:5]=[CH:4][CH:3]=1.[NH2:41][C@H:42]1[CH2:48][CH2:47][S:46][C@H:45]2[CH2:49][CH2:50][C@H:51]([C:53]([F:56])([F:55])[F:54])[CH2:52][N:44]2[C:43]1=[O:57]>>[CH2:34]([C@@H:14]([CH2:13][CH2:12][C@H:8]([CH2:1][C:2]1[CH:7]=[CH:6][CH:5]=[CH:4][CH:3]=1)[C:9](=[O:10])[NH:41][C@H:42]1[CH2:48][CH2:47][S:46][C@H:45]2[CH2:49][CH2:50][C@H:51]([C:53]([F:55])([F:54])[F:56])[CH2:52][N:44]2[C:43]1=[O:57])[C:15]([NH:17][C@H:18]1[CH2:24][CH2:23][S:22][C@H:21]2[CH2:25][CH2:26][CH2:27][C@@H:28]([C:29]([O:31][CH3:32])=[O:30])[N:20]2[C:19]1=[O:33])=[O:16])[C:35]1[CH:36]=[CH:37][CH:38]=[CH:39][CH:40]=1. Reactants: C(C1=CC=CC=C1)[C@H](C(=O)O)CC[C@@H](C(=O)N[C@@H]1C(N2[C@@H](SCC1)CCC[C@H]2C(=O)OC)=O)CC2=CC=CC=C2 ((2R,5R)-2,5-Dibenzyl-6-((4S,7S,10aS)-7-(methoxycarbonyl)-5-oxooctahydro-2H-pyrido[2,1-b][1,3]thiazepin-4-ylamino)-6-oxohexanoic acid), N[C@@H]1C(N2[C@@H](SCC1)CC[C@@H](C2)C(F)(F)F)=O ((4S,8S,10aS)-4-Amino-8-(trifluoromethyl)hexahydro-2H-pyrido[2,1-b][1,3]thiazepin-5(7H)-one). Isolated yield 65.0%. Reported procedure: (4S,7S,10aS)-Methyl 4-((2R,5R)-2,5-dibenzyl-6-oxo-6-((4S,8S,10aS)-5-oxo-8-(trifluoromethyl)octahydro-2H-pyrido[2,1-b][1,3]thiazepin-4-ylamino)hexanamido)-5-oxooctahydro-2H-pyrido[2,1-b][1,3]thiazepine-7-carboxylate was synthesized as described in General Procedure H using Intermediate 23 (11 mg, 0.019 mmol) and Intermediate 60 (6.3 mg, 0.023 mmol) to give a white solid (10 mg, 65% yield). Anal. Calcd. for C41H51F3N4O6S2 m/z 816.4. found: 817.3 (M+H)+; 1H NMR (400 MHz, CDCl3) δ ppm 7.34-7.05 (m, ... Yields the product C(C1=CC=CC=C1)[C@H](C(=O)N[C@@H]1C(N2[C@@H](SCC1)CCC[C@H]2C(=O)OC)=O)CC[C@@H](C(N[C@@H]2C(N1[C@@H](SCC2)CC[C@@H](C1)C(F)(F)F)=O)=O)CC1=CC=CC=C1 ((4S,7S,10aS)-Methyl 4-((2R,5R)-2,5-dibenzyl-6-oxo-6-((4S,8S,10aS)-5-oxo-8-(trifluoromethyl)octahydro-2H-pyrido[2,1-b][1,3]thiazepin-4-ylamino)hexanamido)-5-oxooctahydro-2H-pyrido[2,1-b][1,3]thiazepine-7-carboxylate), solid. The product is COC(CN1C2=CC(=CC=C2C=2C(C3=C(C(C12)(C)C)C=C(C=C3)OC[C@H]([C@@H](CO)O)O)=O)Br)=O ([3-Bromo-6,6-dimethyl-11-oxo-8-((2R,3R)-2,3,4-trihydroxy-butoxy)-6,11-dihydro-benzo[b]carbazol-5-yl]-acetic acid methyl ester). Solvent: CO (methanol). Procedure: [3-Bromo-6,6-dimethyl-11-oxo-8-((2R,3R)-2,3,4-trihydroxy-butoxy)-6,11-dihydro-benzo[b]carbazol-5-yl]-acetic acid (Compound T22-6, 15.0 mg, 29.0 μmol) was dissolved in methanol (0.30 mL), added with trimethylsilyldiazomethane (0.10 mL), and then stirred at room temperature for 1 hr. The residues obtained from the reaction solution after concentration under reduced pressure were purified by silica gel column chromatography (methylene chloride/methanol) to obtain the target compound (15.2 mg, 96%). Reaction SMILES: [Br:1][C:2]1[CH:14]=[C:13]2[C:5]([C:6]3[C:7](=[O:33])[C:8]4[CH:24]=[CH:23][C:22]([O:25][CH2:26][C@@H:27]([OH:32])[C@H:28]([OH:31])[CH2:29][OH:30])=[CH:21][C:9]=4[C:10]([CH3:20])([CH3:19])[C:11]=3[N:12]2[CH2:15][C:16]([OH:18])=[O:17])=[CH:4][CH:3]=1.[CH3:34][Si](C=[N+]=[N-])(C)C>CO>[CH3:34][O:17][C:16](=[O:18])[CH2:15][N:12]1[C:11]2[C:10]([CH3:20])([CH3:19])[C:9]3[CH:21]=[C:22]([O:25][CH2:26][C@@H:27]([OH:32])[C@H:28]([OH:31])[CH2:29][OH:30])[CH:23]=[CH:24][C:8]=3[C:7](=[O:33])[C:6]=2[C:5]2[C:13]1=[CH:14][C:2]([Br:1])=[CH:3][CH:4]=2. Reaction conditions: time 1 hour. The yield is 96.0%. Starting materials: BrC1=CC=C2C=3C(C4=C(C(C3N(C2=C1)CC(=O)O)(C)C)C=C(C=C4)OC[C@H]([C@@H](CO)O)O)=O ([3-Bromo-6,6-dimethyl-11-oxo-8-((2R,3R)-2,3,4-trihydroxy-butoxy)-6,11-dihydro-benzo[b]carbazol-5-yl]-acetic acid), C[Si](C)(C)C=[N+]=[N-] (trimethylsilyldiazomethane). The reactants are CN(C)C1=NC=CC=C1 (dimethylaminopyridine), C(C)(C)(C)O (tert butanol), C1(CCCCC1)N=C=NC1CCCCC1 (dicyclohexylcarbodiimide), C(CCCCCCCCCCCCCCCCCCCC#C)(=O)O (Docos-21-ynoic Acid). Run in C(Cl)(Cl)Cl (chloroform), C(C)O (ethanol). Reaction conditions: time 8 hour. The product is C(CCCCCCCCCCCCCCCCCCCC#C)(=O)OC(C)(C)C (Docos-21-ynoic Acid. Tert.-Butyl Ester). Isolated yield 86.5%. Reaction SMILES: [C:1]([OH:24])(=[O:23])[CH2:2][CH2:3][CH2:4][CH2:5][CH2:6][CH2:7][CH2:8][CH2:9][CH2:10][CH2:11][CH2:12][CH2:13][CH2:14][CH2:15][CH2:16][CH2:17][CH2:18][CH2:19][CH2:20][C:21]#[CH:22].CN(C1C=CC=CN=1)C.[C:34](O)([CH3:37])([CH3:36])[CH3:35].C1(N=C=NC2CCCCC2)CCCCC1>C(Cl)(Cl)Cl.C(O)C>[C:1]([O:24][C:34]([CH3:37])([CH3:36])[CH3:35])(=[O:23])[CH2:2][CH2:3][CH2:4][CH2:5][CH2:6][CH2:7][CH2:8][CH2:9][CH2:10][CH2:11][CH2:12][CH2:13][CH2:14][CH2:15][CH2:16][CH2:17][CH2:18][CH2:19][CH2:20][C:21]#[CH:22]. Procedure: The acid (32) (6.4 g, 0.019 mol) was dissolved in dry, ethanol free, chloroform (120 ml) at room temperature under nitrogen and sequentially treated with dimethylaminopyridine (2.55 g, 0.0209 mol), tert butanol (14.09 g, 0.19 mol), dimethylaminopyridine-trifluoroacetic acid complex (4.94 g, 0.0209 mol) and dicyclohexylcarbodiimide (4.31 g, 0.0209 mol). The resulting solution was stirred at room temperature overnight then filtered, the organic layer washed with 5% acetic acid in water, then dried... Reactants: N-(3-(4,4-diphenylpiperidin-1-yl)propyl)carboxamidopyridine, Hydrochloride Salt, NCCCN1CCC(CC1)(C1=CC=CC=C1)C1=CC=CC=C1 (1-(3-aminopropyl)-4,4-diphenylpiperidine), O=C(CC(=O)OCC)C1=COC=C1 (ethyl 3-oxo-3-(furan-3-yl)propionate), CN(C)C1=NC=CC=C1 (dimethylaminopyridine). Solvent: C1(=CC=CC=C1)C (toluene), CCOC(=O)C (EtOAc). Product: C1(=CC=CC=C1)C1(CCN(CC1)CCCC(C(=O)N)C(C1=COC=C1)=O)C1=CC=CC=C1 (3-(4,4-diphenylpiperidin-1-yl)propyl 3-oxo-3-(furan-3-yl)propanamide). As a reaction SMILES: N[CH2:2][CH2:3][CH2:4][N:5]1[CH2:10][CH2:9][C:8]([C:17]2[CH:22]=[CH:21][CH:20]=[CH:19][CH:18]=2)([C:11]2[CH:16]=[CH:15][CH:14]=[CH:13][CH:12]=2)[CH2:7][CH2:6]1.[O:23]=[C:24]([C:31]1[CH:35]=[CH:34][O:33][CH:32]=1)[CH2:25][C:26]([O:28]CC)=O.C[N:37](C1C=CC=CN=1)C>C1(C)C=CC=CC=1.CCOC(C)=O>[C:11]1([C:8]2([C:17]3[CH:22]=[CH:21][CH:20]=[CH:19][CH:18]=3)[CH2:7][CH2:6][N:5]([CH2:4][CH2:3][CH2:2][CH:25]([C:24](=[O:23])[C:31]3[CH:35]=[CH:34][O:33][CH:32]=3)[C:26]([NH2:37])=[O:28])[CH2:10][CH2:9]2)[CH:12]=[CH:13][CH:14]=[CH:15][CH:16]=1. Procedure: 2-(Furan-3-yl)-1,4-dihydro-5-methoxycarbonyl-6-methyl-4-(4-nitrophenyl)-3-(N-(3-(4,4-diphenylpiperidin-1-yl)propyl)carboxamidopyridine, Hydrochloride Salt (43). This compound was initially prepared according to Method A, and later according to Method B (see below). Method A: A stirred solution of 191 mg of 1-(3-aminopropyl)-4,4-diphenylpiperidine (0.676 mmol), 123 mg of ethyl 3-oxo-3-(furan-3-yl)propionate (0.676 mmol), and 83 mg of dimethylaminopyridine (0.676 mmol) in 5 mL of dry toluene were ... The reactants are O (water), BrC1=CC=C(C=O)C=C1 (4-bromobenzaldehyde), C(CO)O (ethylene glycol), C12(C(=O)CC(CC1)C2(C)C)CS(=O)(=O)O (10-camphorsulfonic acid). The solvent is C1=CC=CC=C1 (benzene). Product: C1COC(C2=CC=C(C=C2)Br)O1 (4-bromobenzaldehyde ethylene acetal). The yield is 100.0%. As a reaction SMILES: [Br:1][C:2]1[CH:9]=[CH:8][C:5]([CH:6]=[O:7])=[CH:4][CH:3]=1.[CH2:10](O)[CH2:11][OH:12].C12(CS(O)(=O)=O)C(C)(C)C(CC1)CC2=O.O>C1C=CC=CC=1>[CH2:11]1[O:12][CH:6]([C:5]2[CH:8]=[CH:9][C:2]([Br:1])=[CH:3][CH:4]=2)[O:7][CH2:10]1. Reported procedure: To a solution of 4-bromobenzaldehyde (102 g, 0.55 mol) and ethylene glycol (100 g, 1.65 mol) in benzene (1 l) were added a small amount of 10-camphorsulfonic acid, and the mixture was refluxed for 3 hours, while water was removed with Dean-Stark. After allowing to cool, saturated sodium hydrogencarbonate solution was added, and the mixture was extracted with ethyl acetate. The organic layer was washed with water, dried over anhydrous sodium sulfate, and the solvent was distilled to give the titl... The reactants are 25, CC(=CC(C)(OC(C)=O)OC(C)=O)C (4-methyl-2,2-diacetoxy-3-pentene), CC(=CCO)C (3-methyl-2-buten-1-ol), C(CC)(=O)O (propionic acid). Run at temperature 200 celsius. Yields the product CC(=CC(C)=O)CCC=C(C)C (4,8-dimethyl-3,7-nonadien-2-one). Isolated yield 81.0%. RXN SMILES: [CH3:1][C:2]([CH3:14])=[CH:3][C:4]([O:10]C(=O)C)(OC(=O)C)[CH3:5].[CH3:15][C:16]([CH3:20])=[CH:17][CH2:18]O.C(O)(=O)CC>>[CH3:14][C:2]([CH2:1][CH2:18][CH:17]=[C:16]([CH3:20])[CH3:15])=[CH:3][C:4](=[O:10])[CH3:5]. Procedure details: A mixture of 25 parts of 4-methyl-2,2-diacetoxy-3-pentene, 10 parts of 3-methyl-2-buten-1-ol (prenol) and 0.3 part of propionic acid is heated for 3 hours at about 200°C in a vibratory autoclave at a pressure 30 atmospheres. After cooling, the reaction product is distilled off to give 9.4 parts of 4,8-dimethyl-3,7-nonadien-2-one having a boiling point of 60°-62°C/0.2 mm. The yield is 81% of theory at a conversion of 60% based on the prenol introduced. Reactants: C1(=CC=CC=C1)C=1N=C(OC1C1=CC=CC=C1)C1=C(CCC1)CC=1C=C(OCC(=O)OCC)C=CC1 (ethyl [3-[{2-(4,5-diphenyloxazol-2-yl)-1-cyclopenten-1-yl}methyl]-phenoxy]acetate), C1(=CC=CC=C1)C=1N=C(OC1C1=CC=CC=C1)C=1C(CCC1)CC=1C=C(OCC(=O)OCC)C=CC1 (ethyl [3-[{2-(4,5-diphenyloxazol-2-yl)-2-cyclopenten-1-yl}methyl]phenoxy]acetate), [OH-].[Na+] (sodium hydroxide), C1(=CC=CC=C1)C=1N=C(OC1C1=CC=CC=C1)C1C(CCC1)CC=1C=C(OCC(=O)OCC)C=CC1 (ethyl [3-[{(1RS,2RS)-2-(4,5-diphenyloxazol-2-yl)cyclopentan-1-yl}methyl]phenoxy]acetate), C1(=CC=CC=C1)C=1N=C(OC1C1=CC=CC=C1)C1C(CCC1)CC=1C=C(OCC(=O)OCC)C=CC1 (ethyl [3-[{(1RS,2SR)-2-(4,5-diphenyloxazol-2-yl)cyclopentan-1-yl}methyl]phenoxy]acetate). Reagents/catalysts: [Pd] (palladium on carbon). Run in C(C)O (ethanol), C(C)(=O)OCC (ethyl acetate), C(C)O (ethanol). Run at time 6 hour. Yields the product C1(=CC=CC=C1)C=1N=C(OC1C1=CC=CC=C1)C1C(CCC1)CC=1C=C(OCC(=O)[O-])C=CC1.[Na+] (sodium [3-[{(1RS,2RS)-2-(4,5-diphenyloxazol-2-yl)cyclopentan-1-yl}methyl]phenoxy]acetate). RXN SMILES: [C:1]1([C:7]2[N:8]=[C:9]([C:18]3[CH2:22][CH2:21][CH2:20][C:19]=3[CH2:23][C:24]3[CH:25]=[C:26]([CH:34]=[CH:35][CH:36]=3)[O:27][CH2:28][C:29]([O:31]CC)=[O:30])[O:10][C:11]=2[C:12]2[CH:17]=[CH:16][CH:15]=[CH:14][CH:13]=2)[CH:6]=[CH:5][CH:4]=[CH:3][CH:2]=1.C1(C2N=C(C3C(CC4C=C(C=CC=4)OCC(OCC)=O)CCC=3)OC=2C2C=CC=CC=2)C=CC=CC=1.C1(C2N=C(C3CCCC3CC3C=C(C=CC=3)OCC(OCC)=O)OC=2C2C=CC=CC=2)C=CC=CC=1.[OH-].[Na+:110]>C(O)C.C(OCC)(=O)C.[Pd]>[C:1]1([C:7]2[N:8]=[C:9]([CH:18]3[CH2:22][CH2:21][CH2:20][CH:19]3[CH2:23][C:24]3[CH:25]=[C:26]([CH:34]=[CH:35][CH:36]=3)[O:27][CH2:28][C:29]([O-:31])=[O:30])[O:10][C:11]=2[C:12]2[CH:13]=[CH:14][CH:15]=[CH:16][CH:17]=2)[CH:2]=[CH:3][CH:4]=[CH:5][CH:6]=1.[Na+:110] |f:3.4,8.9|. Procedure details: To a solution of a mixture (400 mg) of ethyl [3-[{2-(4,5-diphenyloxazol-2-yl)-1-cyclopenten-1-yl}methyl]-phenoxy]acetate and ethyl [3-[{2-(4,5-diphenyloxazol-2-yl)-2-cyclopenten-1-yl}methyl]phenoxy]acetate in a mixture of ethanol (10 ml) and ethyl acetate (10 ml) was added 10% palladium on carbon (50 mg). After being stirred for 6 hours under hydrogen atmosphere, the reaction mixture was filtered. The solvent was evaporated in vacuo to give a residue containing a mixture of ethyl [3-[{(1RS,2RS)-... Reactants: BrC1=C(N=C(N=N1)N)C1=CC=CC=C1 (6-bromo-5-phenyl-1,2,4-triazin-3-amine), COC1=CC=C(C=C1)O (4-methoxyphenol). The product is COC1=CC=C(OC2=C(N=C(N=N2)N)C2=CC=CC=C2)C=C1 (6-(4-Methoxyphenoxy)-5-phenyl-1,2,4-triazin-3-amine). Isolated yield 12.8%. Reaction SMILES: Br[C:2]1[N:7]=[N:6][C:5]([NH2:8])=[N:4][C:3]=1[C:9]1[CH:14]=[CH:13][CH:12]=[CH:11][CH:10]=1.[CH3:15][O:16][C:17]1[CH:22]=[CH:21][C:20]([OH:23])=[CH:19][CH:18]=1>>[CH3:15][O:16][C:17]1[CH:22]=[CH:21][C:20]([O:23][C:2]2[N:7]=[N:6][C:5]([NH2:8])=[N:4][C:3]=2[C:9]2[CH:14]=[CH:13][CH:12]=[CH:11][CH:10]=2)=[CH:19][CH:18]=1. Procedure: 6-(4-Methoxyphenoxy)-5-phenyl-1,2,4-triazin-3-amine (45 mg, 13%) was prepared from 6-bromo-5-phenyl-1,2,4-triazin-3-amine (0.30 g, 1.19 mmol) and 4-methoxyphenol (0.30 g, 2.39 mmol) according to the general procedure of Example 3. Starting materials: N1C=C(C2=CC=CC=C12)C(C(=O)Cl)=O ((1H-indol-3-yl)-oxo-acetyl chloride), C1(=CC=CC=C1)C(CN)C1=CC=CC=C1 (2,2-diphenyl-ethylamine). Solvent: CC#N (CH3CN). Yields the product C1(=CC=CC=C1)C(CNC(C(=O)C1=CNC2=CC=CC=C12)=O)C1=CC=CC=C1 (N-(2,2-Diphenylethyl)-2-(1H-indol-3-yl)-2-oxo-acetamide). As a reaction SMILES: [NH:1]1[C:9]2[C:4](=[CH:5][CH:6]=[CH:7][CH:8]=2)[C:3]([C:10](=[O:14])[C:11](Cl)=[O:12])=[CH:2]1.[C:15]1([CH:21]([C:24]2[CH:29]=[CH:28][CH:27]=[CH:26][CH:25]=2)[CH2:22][NH2:23])[CH:20]=[CH:19][CH:18]=[CH:17][CH:16]=1>CC#N>[C:24]1([CH:21]([C:15]2[CH:16]=[CH:17][CH:18]=[CH:19][CH:20]=2)[CH2:22][NH:23][C:11](=[O:12])[C:10]([C:3]2[C:4]3[C:9](=[CH:8][CH:7]=[CH:6][CH:5]=3)[NH:1][CH:2]=2)=[O:14])[CH:25]=[CH:26][CH:27]=[CH:28][CH:29]=1. Procedure: N-(2,2-Diphenylethyl)-2-(1H-indol-3-yl)-2-oxo-acetamide was synthesized following the scheme I above starting from (1H-indol-3-yl)-oxo-acetyl chloride and 2,2-diphenyl-ethylamine. Yield (48%). HPLC ret. time 3.55 min, 10-99% CH3CN, 5 min run; NMR (400 MHz, DMSO-d6) δ 12.22 (s, 1H), 8.70 (t, J=5.9 Hz, 1H), 8.50 (s, 1H), 8.17 (m, 1H), 7.52 (m, 1H), 7.36-7.18 (m, 12H), 4.43 (t, J=8.0 Hz, 1H), 3.90 (dd, J=8.0, 6.0 Hz, 2H); ESI-MS 369.3 m/z (MH+).